This data is from the Open Reaction Database (ORD), a public repository of structured organic reaction records. The task is: describe an organic reaction: reactants, conditions, products, and yield Starting materials: CS(=O)(=O)Cl (Methanesulfonyl chloride), C(=O)(OC(C)(C)C)NC1(CC1)CO (N-Boc-1-amino-1-hydroxymethylcyclopropane), C(CC(O)(C(=O)O)CC(=O)O)(=O)O (citric acid). Run in C(C)N(CC)CC (triethylamine). Run at time 8 hour. Yields the product S(C)(=O)(=O)O.C(=O)(OC(C)(C)C)NC1(CC1)CO (N-Boc-1-amino-1-hydroxymethylcyclopropane mesylate). As a reaction SMILES: [C:1]([NH:8][C:9]1([CH2:12][OH:13])[CH2:11][CH2:10]1)([O:3][C:4]([CH3:7])([CH3:6])[CH3:5])=[O:2].[CH3:14][S:15](Cl)(=[O:17])=[O:16].C(O)(=O)CC(CC(O)=O)(C(O)=O)[OH:22]>C(N(CC)CC)C>[S:15]([OH:17])(=[O:22])(=[O:16])[CH3:14].[C:1]([NH:8][C:9]1([CH2:12][OH:13])[CH2:11][CH2:10]1)([O:3][C:4]([CH3:7])([CH3:6])[CH3:5])=[O:2] |f:4.5|. Procedure: N-Boc-1-amino-1-hydroxymethylcyclopropane is dissolved in triethylamine under argon at 0° C. Methanesulfonyl chloride is added with a syringe and the contents stirred at room temperature overnight. The solution is poured into 10% aqueous citric acid and extracted with ethyl acetate. The organic layer is dried over MgSO4 filtered and evaporated to give N-Boc-1-amino-1-hydroxymethylcyclopropane mesylate. The reactants are ClC=1C=C(CN2C[C@H](OCC2)CN)C=CC1Cl (1-[(2R)(3,4-Dichlorobenzyl)morpholin-2-yl]methanamine), C1(=CC=CC=C1)C=1OC(=C(N1)CC(=O)O)C (2-phenyl-5-methyl-4-oxazolylacetic acid). The product is ClC=1C=C(CN2C[C@H](OCC2)CNC(CC=2N=C(OC2C)C2=CC=CC=C2)=O)C=CC1Cl (N-{[(2R)-4-(3,4-Dichlorobenzyl)morpholin-2-yl]methyl}-2-(5-methyl-2-phenyl-1,3-oxazol-4-yl)acetamide). The yield is 44.3%. As a reaction SMILES: [Cl:1][C:2]1[CH:3]=[C:4]([CH:14]=[CH:15][C:16]=1[Cl:17])[CH2:5][N:6]1[CH2:11][CH2:10][O:9][C@H:8]([CH2:12][NH2:13])[CH2:7]1.[C:18]1([C:24]2[O:25][C:26]([CH3:33])=[C:27]([CH2:29][C:30](O)=[O:31])[N:28]=2)[CH:23]=[CH:22][CH:21]=[CH:20][CH:19]=1>>[Cl:1][C:2]1[CH:3]=[C:4]([CH:14]=[CH:15][C:16]=1[Cl:17])[CH2:5][N:6]1[CH2:11][CH2:10][O:9][C@H:8]([CH2:12][NH:13][C:30](=[O:31])[CH2:29][C:27]2[N:28]=[C:24]([C:18]3[CH:23]=[CH:22][CH:21]=[CH:20][CH:19]=3)[O:25][C:26]=2[CH3:33])[CH2:7]1. Procedure: Example 55 was prepared in an analogous manner to Example 1 using a mixture of Intermediate 10 (0.055 g) and 2-phenyl-5-methyl-4-oxazolylacetic acid (0.050 g) to give the title compound (0.042 g). The reactants are Cl.N12C[C@@H](C(CC1)CC2)NC(=O)C=2OC1=C(C2)C=CC=C1C=1C=C(C(=O)O)C=CC1 (3-(2-{[(3R)-1-Azabicyclo[2.2.2]oct-3-ylamino]carbonyl}-1-benzofuran-7-yl)-benzoic acid hydrochloride), C(CCC)N (n-butylamine). Yields the product Cl.N12C[C@@H](C(CC1)CC2)NC(=O)C=2OC1=C(C2)C=CC=C1C1=CC(=CC=C1)C(=O)NCCCC (N-[(3R)-1-Azabicyclo[2.2.2]oct-3-yl]-7-{3-[(butylamino)carbonyl]phenyl}-1-benzofuran-2-carboxamide hydrochloride). Reaction SMILES: [ClH:1].[N:2]12[CH2:9][CH2:8][CH:5]([CH2:6][CH2:7]1)[C@@H:4]([NH:10][C:11]([C:13]1[O:14][C:15]3[C:21]([C:22]4[CH:23]=[C:24]([CH:28]=[CH:29][CH:30]=4)[C:25](O)=[O:26])=[CH:20][CH:19]=[CH:18][C:16]=3[CH:17]=1)=[O:12])[CH2:3]2.[CH2:31]([NH2:35])[CH2:32][CH2:33][CH3:34]>>[ClH:1].[N:2]12[CH2:7][CH2:6][CH:5]([CH2:8][CH2:9]1)[C@@H:4]([NH:10][C:11]([C:13]1[O:14][C:15]3[C:21]([C:22]4[CH:30]=[CH:29][CH:28]=[C:24]([C:25]([NH:35][CH2:31][CH2:32][CH2:33][CH3:34])=[O:26])[CH:23]=4)=[CH:20][CH:19]=[CH:18][C:16]=3[CH:17]=1)=[O:12])[CH2:3]2 |f:0.1,3.4|. Reported procedure: 50 mg (0.12 mmol) of 3-(2-{[(3R)-1-azabicyclo[2.2.2]oct-3-ylamino]carbonyl}-1-benzofuran-7-yl)benzoic acid hydrochloride (Example 149) and 17.1 mg (0.23 mmol) of n-butylamine are reacted together by general method E. 15.2 mg (26.2% of theory) of the title compound are obtained.